This data is from the Open Reaction Database (ORD), a public repository of structured organic reaction records. The task is: describe an organic reaction: reactants, conditions, products, and yield Yields the product CC1CN(Cc2ccc(N(C)C(=O)c3cccc(Oc4ccc(F)cc4)n3)cc2)CCN1C(=O)OC(C)(C)C. RXN SMILES: [Cl:11][c:12]1[cH:13][cH:14][cH:15][c:16]([C:18](=[O:19])[N:20]([c:21]2[cH:22][cH:23][c:24]([CH2:27][N:28]3[CH2:29][CH:30]([CH3:41])[N:31]([C:34](=[O:35])[O:36][C:37]([CH3:38])([CH3:39])[CH3:40])[CH2:32][CH2:33]3)[cH:25][cH:26]2)[CH3:42])[n:17]1.[F:3][c:4]1[cH:5][cH:6][c:7]([OH:10])[cH:8][cH:9]1.[H-:1].[Na+:2].[O:43]=[CH:44][N:45]([CH3:46])[CH3:47]>>[F:3][c:4]1[cH:5][cH:6][c:7]([O:10][c:12]2[cH:13][cH:14][cH:15][c:16]([C:18](=[O:19])[N:20]([c:21]3[cH:22][cH:23][c:24]([CH2:27][N:28]4[CH2:29][CH:30]([CH3:41])[N:31]([C:34](=[O:35])[O:36][C:37]([CH3:38])([CH3:39])[CH3:40])[CH2:32][CH2:33]4)[cH:25][cH:26]3)[CH3:42])[n:17]2)[cH:8][cH:9]1. Reactants: CC1CN(Cc2ccc(N(C)C(=O)c3cccc(Cl)n3)cc2)CCN1C(=O)OC(C)(C)C, Oc1ccc(F)cc1, [H-], [Na+], CN(C)C=O. Starting materials: NC1=C(C(=NC=N1)N[C@@H](C)C1=NN2C(C(N1C1=CC=CC=C1)=O)=C(C=C2)C)I ((S)-2-(1-((6-Amino-5-iodopyrimidin-4-yl)amino)ethyl)-5-methyl-3-phenylpyrrolo[2,1-f][1,2,4]triazin-4(3H)-one), FC=1C=C(C=CC1O)B(O)O ((3-fluoro-4-hydroxyphenyl)boronic acid), C([O-])([O-])=O.[Na+].[Na+] (sodium carbonate). Product: NC1=C(C(=NC=N1)N[C@@H](C)C1=NN2C(C(N1C1=CC=CC=C1)=O)=C(C=C2)C)C2=CC(=C(C=C2)O)F ((S)-2-(1-((6-Amino-5-(3-fluoro-4-hydroxyphenyl)pyrimidin-4-yl)amino)ethyl)-5-methyl-3-phenylpyrrolo[2,1-f][1,2,4]triazin-4(3H)-one). The yield is 5.7%. RXN SMILES: [NH2:1][C:2]1[N:7]=[CH:6][N:5]=[C:4]([NH:8][C@H:9]([C:11]2[N:16]([C:17]3[CH:22]=[CH:21][CH:20]=[CH:19][CH:18]=3)[C:15](=[O:23])[C:14]3=[C:24]([CH3:27])[CH:25]=[CH:26][N:13]3[N:12]=2)[CH3:10])[C:3]=1I.[F:29][C:30]1[CH:31]=[C:32](B(O)O)[CH:33]=[CH:34][C:35]=1[OH:36].C(=O)([O-])[O-].[Na+].[Na+]>>[NH2:1][C:2]1[N:7]=[CH:6][N:5]=[C:4]([NH:8][C@H:9]([C:11]2[N:16]([C:17]3[CH:22]=[CH:21][CH:20]=[CH:19][CH:18]=3)[C:15](=[O:23])[C:14]3=[C:24]([CH3:27])[CH:25]=[CH:26][N:13]3[N:12]=2)[CH3:10])[C:3]=1[C:32]1[CH:33]=[CH:34][C:35]([OH:36])=[C:30]([F:29])[CH:31]=1 |f:2.3.4|. Procedure: (S)-2-(1-((6-Amino-5-iodopyrimidin-4-yl)amino)ethyl)-5-methyl-3-phenylpyrrolo[2,1-f][1,2,4]triazin-4(3H)-one (50 mg, 0.10 mol) was treated with (3-fluoro-4-hydroxyphenyl)boronic acid (24 mg, 0.15 mmol), 1,1′-bis(diphenylphosphino)ferrocene-palladium(II)dichloride dichloromethane complex (14 mg, 0.02 mol) and sodium carbonate (2M, 231 μl, 0.46 mol) according to the method described in Example 3 to give 4 mg (9% yield) of the title compound as a white solid. Purity 100%. Starting materials: IC1=CC=C(C#N)C=C1 (4-iodo-benzonitrile), COC(C1=CC(=CC=C1)CN(C(C#CC1=CC=CC=C1)=O)C1=CC=CC=C1)=O (3-{[phenyl-(3-phenyl propynoyl)-amino]-methyl}-benzoic acid methyl ester). Product: COC(C1=CC(=CC=C1)CN1C(/C(/C2=CC=CC=C12)=C(\C1=CC=CC=C1)/C1=CC=C(C=C1)C#N)=O)=O (3-{3-[1-(4-Cyano-phenyl)-1-phenyl-meth-(E)-ylidene]-2-oxo-2,3-dihydro-indol-1-ylmethyl}-benzoic acid methyl ester). As a reaction SMILES: I[C:2]1[CH:9]=[CH:8][C:5]([C:6]#[N:7])=[CH:4][CH:3]=1.[CH3:10][O:11][C:12](=[O:37])[C:13]1[CH:18]=[CH:17][CH:16]=[C:15]([CH2:19][N:20]([C:31]2[CH:36]=[CH:35][CH:34]=[CH:33][CH:32]=2)[C:21](=[O:30])[C:22]#[C:23][C:24]2[CH:29]=[CH:28][CH:27]=[CH:26][CH:25]=2)[CH:14]=1>>[CH3:10][O:11][C:12](=[O:37])[C:13]1[CH:18]=[CH:17][CH:16]=[C:15]([CH2:19][N:20]2[C:31]3[C:36](=[CH:35][CH:34]=[CH:33][CH:32]=3)/[C:22](=[C:23](\[C:2]3[CH:9]=[CH:8][C:5]([C:6]#[N:7])=[CH:4][CH:3]=3)/[C:24]3[CH:25]=[CH:26][CH:27]=[CH:28][CH:29]=3)/[C:21]2=[O:30])[CH:14]=1. Reported procedure: The title compound was prepared in analogy to Example 5 starting from 4-iodo-benzonitrile (commercially available) and 3-{[phenyl-(3-phenyl propynoyl)-amino]-methyl}-benzoic acid methyl ester. 1H NMR (CDCl3, 300 MHz) δppm 8.00 (s, 1H), 7.93 (d, 1H), 7.74-7.76 (m, 2H), 7.35-7.51 (m, 9H), 7.10 (t, 1H), 6.56-6.72 (m, 2H), 6.35 (d, 1H), 4.95 (s, 2H), 3.91 (s, 3H) Reactants: N1C(C2(C3=CC=CC=C13)COC=1C2=CC2=C(OCCCO2)C1)=O (3,4-dihydro-2H-spiro[furo[2,3-h][1,5]benzodioxepine-9,3′-indol]-2′(1′H)-one), CC1=CC=C(C=C1)S(=O)(=O)OC[C@@H]1OCCOC1 ((R)-(1,4-dioxan-2-yl)methyl 4-methylbenzenesulfonate), N1C(C2(C3=CC=CC=C13)COC=1C2=CC2=C(OCO2)C1)=O (spiro[furo[2,3-f][1,3]benzodioxole-7,3′-indol]-2′(1′H)-one), IC[C@H]1OCCOC1 ((S)-2-(iodomethyl)-1,4-dioxane). RXN SMILES: [NH:1]1[C:9]2[C:4](=[CH:5][CH:6]=[CH:7][CH:8]=2)[C:3]2([C:13]3=[CH:14][C:15]4[O:21][CH2:20][CH2:19][CH2:18][O:17][C:16]=4[CH:22]=[C:12]3[O:11][CH2:10]2)[C:2]1=[O:23].N1C2C(=CC=CC=2)C2(C3=CC4OCOC=4C=C3OC2)C1=O.I[CH2:46][C@@H:47]1[CH2:52][O:51][CH2:50][CH2:49][O:48]1.CC1C=CC(S(OC[C@H]2COCCO2)(=O)=O)=CC=1>>[O:48]1[CH2:49][CH2:50][O:51][CH2:52][C@H:47]1[CH2:46][N:1]1[C:9]2[C:4](=[CH:5][CH:6]=[CH:7][CH:8]=2)[C:3]2([C:13]3=[CH:14][C:15]4[O:21][CH2:20][CH2:19][CH2:18][O:17][C:16]=4[CH:22]=[C:12]3[O:11][CH2:10]2)[C:2]1=[O:23]. Reported procedure: Following the procedure as described in EXAMPLE 8 and making non-critical variations using 3,4-dihydro-2H-spiro[furo[2,3-h][1,5]benzodioxepine-9,3′-indol]-2′(1′H)-one to replace spiro[furo[2,3-f][1,3]benzodioxole-7,3′-indol]-2′(1′H)-one, and (S)-2-(iodomethyl)-1,4-dioxane to replace (R)-(1,4-dioxan-2-yl)methyl 4-methylbenzenesulfonate, 1′-[(2R)-1,4-dioxan-2-ylmethyl]-3,4-dihydro-2H-spiro[furo[2,3-h][1,5]benzodioxepine-9,3′-indol]-2′(1′H)-one was obtained (61%) as a colorless solid: mp 144-147° C... The product is O1[C@@H](COCC1)CN1C(C2(C3=CC=CC=C13)COC=1C2=CC2=C(OCCCO2)C1)=O (1′-[(2R)-1,4-dioxan-2-ylmethyl]-3,4-dihydro-2H-spiro[furo[2,3-h][1,5]benzodioxepine-9,3′-indol]-2′(1′H)-one). Reactants: C1(=CC=C(C=C1)C=O)C=CC1=CC=CC=C1 (4-stilbenecarboxaldehyde). The reagents and catalysts are [Pd] (Pd/C), [Pd] (Pd/C). Run in C(C)(=O)OCC (ethyl acetate). Reaction conditions: time 2 hour. Product: C(CC1=CC=CC=C1)C1=CC=C(C=O)C=C1 (4-(Phenethyl)benzaldehyde). Yield: 50.5%. As a reaction SMILES: [C:1]1([CH:9]=[CH:10][C:11]2[CH:16]=[CH:15][CH:14]=[CH:13][CH:12]=2)[CH:6]=[CH:5][C:4]([CH:7]=[O:8])=[CH:3][CH:2]=1>C(OCC)(=O)C.[Pd]>[CH2:9]([C:1]1[CH:2]=[CH:3][C:4]([CH:7]=[O:8])=[CH:5][CH:6]=1)[CH2:10][C:11]1[CH:12]=[CH:13][CH:14]=[CH:15][CH:16]=1. Procedure: To a solution of 4-stilbenecarboxaldehyde (5.14 g, 24.68 mmol) in 125 mL of ethyl acetate was added 0.13 g of 5% Pd/C catalyst. The reaction was stirred under hydrogen (1 atm) for 2 hours. An additional 0.14 g of 5% Pd/C catalyst was added and the reaction mixture was stirred under hydrogen (1 atm) again for 1 hour. The catalyst was removed by filtration through a pad of Celite. The residue was washed with ethyl acetate (2×30 mL) and the filtrate was concentrated on a rotavap. The residue oil wa... The reactants are C(C)(=O)O[C@@H]1CC2=CC=C3[C@@H]4CC[C@H](C(C)C5OCCO5)[C@]4(CC[C@@H]3[C@]2([C@@H]2[C@H]1O2)C)C (20-(1,3-dioxolan-2-yl)-1α,2α-epoxypregna-5,7-dien-3β-yl acetate), C(C)(=O)O[C@@H]1CC2=CC=C3[C@@H]4CC[C@H](C(C)C5OCC(CO5)(C)C)[C@]4(CC[C@@H]3[C@]2([C@@H]2[C@H]1O2)C)C (20-(5,5-dimethyl-1,3-dioxan-2-yl)-1α,2α-epoxypregna-5,7-dien-3β-yl acetate). Yields the product O1C(OCC1)C(C)[C@H]1CC[C@H]2C3=CC=C4C[C@H]([C@H]5[C@@H]([C@]4(C)[C@H]3CC[C@]12C)O5)O (20-(1,3-dioxolan-2-yl)-1α,2α-epoxypregna-5,7-dien-3β-ol). Isolated yield 90.3%. Reaction SMILES: C([O:4][C@H:5]1[C@@H:28]2[O:29][C@@H:27]2[C@@:26]2([CH3:30])[C:7](=[CH:8][CH:9]=[C:10]3[C@@H:25]2[CH2:24][CH2:23][C@@:22]2([CH3:31])[C@H:11]3[CH2:12][CH2:13][C@@H:14]2[CH:15]([CH:17]2[O:21][CH2:20][CH2:19][O:18]2)[CH3:16])[CH2:6]1)(=O)C.C(O[C@H]1[C@@H]2O[C@@H]2[C@@]2(C)C(=CC=C3[C@@H]2CC[C@@]2(C)[C@H]3CC[C@@H]2C(C2OCC(C)(C)CO2)C)C1)(=O)C>>[O:18]1[CH2:19][CH2:20][O:21][CH:17]1[CH:15]([C@@H:14]1[C@:22]2([CH3:31])[C@H:11]([C:10]3[C@H:25]([CH2:24][CH2:23]2)[C@:26]2([CH3:30])[C:7]([CH2:6][C@@H:5]([OH:4])[C@@H:28]4[O:29][C@@H:27]42)=[CH:8][CH:9]=3)[CH2:12][CH2:13]1)[CH3:16]. Reported procedure: The procedure of Example 23 was repeated except that 4.5 mg (0.0106 mmole) of 20-(1,3-dioxolan-2-yl)-1α,2α-epoxypregna-5,7-dien-3β-yl acetate was used in lieu of 5 mg of 20-(5,5-dimethyl-1,3-dioxan-2-yl)-1α,2α-epoxypregna-5,7-dien-3β-yl acetate to give 3.7 mg of 20-(1,3-dioxolan-2-yl)-1α,2α-epoxypregna-5,7-dien-3β-ol (yield: 90%).